This data is from the Open Reaction Database (ORD), a public repository of structured organic reaction records. The task is: describe an organic reaction: reactants, conditions, products, and yield Starting materials: C=C1CCC(CC1)CCOCC1=CC=CC=C1 (((2-(4-methylenecyclohexyl)ethoxy)methyl)benzene), [OH-].[Na+] (NaOH), OO (hydrogen peroxide), B2H6 Me2S. The solvent is C1CCOC1 (THF). Conditions: temperature 0 celsius, time 2 hour. Product: C(C1=CC=CC=C1)OCC[C@@H]1CC[C@H](CC1)CO ((trans-4-(2-(benzyloxy)ethyl)cyclohexyl)methanol). The yield is 68.0%. RXN SMILES: [CH2:1]=[C:2]1[CH2:7][CH2:6][CH:5]([CH2:8][CH2:9][O:10][CH2:11][C:12]2[CH:17]=[CH:16][CH:15]=[CH:14][CH:13]=2)[CH2:4][CH2:3]1.[OH-:18].[Na+].OO>C1COCC1>[CH2:11]([O:10][CH2:9][CH2:8][C@H:5]1[CH2:6][CH2:7][C@H:2]([CH2:1][OH:18])[CH2:3][CH2:4]1)[C:12]1[CH:13]=[CH:14][CH:15]=[CH:16][CH:17]=1 |f:1.2|. Reported procedure: To a cooled (0 C) solution of ((2-(4-methylenecyclohexyl)ethoxy)methyl)benzene (9.68 g, 41.66 mmol) in THF (200 mL) was added B2H6 Me2S complex (2M in THF, 41.66 mL, 83.32 mmol) under N2. After being stirred at 0° C. for 2 h and at rt for another 2 h, the solution was cooled to 0° C. and added a mixture of 3M aqueous NaOH solution (34 ml) and 30% hydrogen peroxide solution (34 mL) dropwise. The resulting mixture was stirred at 0° C. for 1 h and at rt for 1.5 h. Aqueous workup and purification by... The reactants are C1=CN(C=N1)C(=O)N2C=CN=C2 (CDI), C1(=CC=CC=C1)S(=O)(=O)CCSC1=C(C(=O)O)C=CC=N1 (2-(2-(phenylsulfonyl)ethylthio)nicotinic acid), Cl.C1(CCCCC1)CCN (2-cyclohexylethylamine hydrochloride), C(C)(C)N(CC)C(C)C (diisopropylethyl-amine). Run in C(Cl)Cl (DCM), C(Cl)Cl (DCM). Run at time 1 hour. The product is C1(CCCCC1)CCNC(C1=C(N=CC=C1)SCCS(=O)(=O)C1=CC=CC=C1)=O (N-(2-cyclohexylethyl)-2-(2-(phenylsulfonyl)-ethyl-thio)nicotinamide). The yield is 96.8%. RXN SMILES: C1N=CN(C(N2C=NC=C2)=O)C=1.[C:13]1([S:19]([CH2:22][CH2:23][S:24][C:25]2[N:33]=[CH:32][CH:31]=[CH:30][C:26]=2[C:27]([OH:29])=O)(=[O:21])=[O:20])[CH:18]=[CH:17][CH:16]=[CH:15][CH:14]=1.Cl.[CH:35]1([CH2:41][CH2:42][NH2:43])[CH2:40][CH2:39][CH2:38][CH2:37][CH2:36]1.C(N(C(C)C)CC)(C)C>C(Cl)Cl>[CH:35]1([CH2:41][CH2:42][NH:43][C:27](=[O:29])[C:26]2[CH:30]=[CH:31][CH:32]=[N:33][C:25]=2[S:24][CH2:23][CH2:22][S:19]([C:13]2[CH:14]=[CH:15][CH:16]=[CH:17][CH:18]=2)(=[O:20])=[O:21])[CH2:40][CH2:39][CH2:38][CH2:37][CH2:36]1 |f:2.3|. Procedure: 158 mg (0.93 mmol) of CDI were added to a solution of 300 mg (0.93 mmol) of 2-(2-(phenylsulfonyl)ethylthio)nicotinic acid in DCM (8 ml), and the mixture was stirred for 1 h at RT. A solution of 151 mg (0.93 mmol) of 2-cyclohexylethylamine hydrochloride and 157 μL (0.93 mmol) of diisopropylethyl-amine in DCM (8 ml) was then added, and stirring was continued for a further 16 h at RT. The reaction solution was then washed in each case three times with sat. aq. ammonium chloride solution and saturat... Reactants: C=CC(=O)OC(C)(C)C, O=N[O-], Cc1cc(N)cc(C)c1C=O, [Na+], CC(=O)[O-], CC(=O)[O-], O, [Pd+2]. The product is Cc1cc(C=CC(=O)OC(C)(C)C)cc(C)c1C=O. RXN SMILES: [C:16]([CH:17]=[CH2:18])(=[O:19])[O:20][C:21]([CH3:22])([CH3:23])[CH3:24].[N:1]([O-:2])=[O:3].[NH2:5][c:6]1[cH:7][c:8]([CH3:15])[c:9]([CH:10]=[O:11])[c:12]([CH3:14])[cH:13]1.[Na+:4].[O-:27][C:28]([CH3:29])=[O:30].[O-:31][C:32]([CH3:33])=[O:34].[OH2:25].[Pd+2:26]>>[c:6]1([CH:18]=[CH:17][C:16](=[O:19])[O:20][C:21]([CH3:22])([CH3:23])[CH3:24])[cH:7][c:8]([CH3:15])[c:9]([CH:10]=[O:11])[c:12]([CH3:14])[cH:13]1. Reaction SMILES: C1([O:7][C:8](=O)[NH:9][C:10]2[S:14][N:13]=[C:12]([O:15][CH2:16][C:17]3[C:22]([F:23])=[CH:21][C:20]([CH3:24])=[C:19]([F:25])[C:18]=3[F:26])[C:11]=2[C:27](=[O:29])[NH2:28])C=CC=CC=1.[CH3:31][N:32]([CH3:37])[CH2:33][CH2:34][CH2:35][NH2:36]>>[CH3:31][N:32]([CH3:37])[CH2:33][CH2:34][CH2:35][NH:36][C:8](=[O:7])[NH:9][C:10]1[S:14][N:13]=[C:12]([O:15][CH2:16][C:17]2[C:22]([F:23])=[CH:21][C:20]([CH3:24])=[C:19]([F:25])[C:18]=2[F:26])[C:11]=1[C:27]([NH2:28])=[O:29]. The product is CN(CCCNC(NC1=C(C(=NS1)OCC1=C(C(=C(C=C1F)C)F)F)C(=O)N)=O)C (5-[3-(3-Dimethylamino-propyl)-ureido]-3-(2,3,6-trifluoro-4-methyl-benzyloxy)-isothiazole-4-carboxylic acid amide). The reactants are C1(=CC=CC=C1)OC(NC1=C(C(=NS1)OCC1=C(C(=C(C=C1F)C)F)F)C(N)=O)=O ([4-carbamoyl-3-(2,3,6-trifluoro-4-methyl-benzyloxy)-isothiazol-5-yl]-carbamic acid phenyl ester), CN(CCCN)C (N,N-dimethyl-propane-1,3-diamine). Procedure details: The title compound was prepared from [4-carbamoyl-3-(2,3,6-trifluoro-4-methyl-benzyloxy)-isothiazol-5-yl]-carbamic acid phenyl ester and N,N-dimethyl-propane-1,3-diamine by the procedure analogous to Example 1. MS (APCl, m/z): 446 [M+H]+. Starting materials: ice water, [H-].[Na+] (sodium hydride), C(CCC)N(C1=CC=C(C=C1)C(C=CC=C(C1=CC=C(C=C1)OC)C1=CC=C(C=C1)N(CCCC)CCCC)(O)C1=CC=C(C=C1)OC)CCCC.Cl(=O)(=O)(=O)[O-] (1,5-bis-(p-di-n-butylaminophenyl)-1,5-bis-(p-methoxyphenyl)-2,4-pentadiene-1-ol perchlorate), C(C)(=O)CC(C)=O (acetylacetone). Solvent: CN(C=O)C (N,N-dimethylformamide). Reaction conditions: time 1 hour. Yields the product C(CCC)N(C1=CC=C(C=C1)C(=CCC=C(C1=CC=C(C=C1)OC)C1=CC=C(C=C1)N(CCCC)CCCC)C1=CC=C(C=C1)OC)CCCC.C(C)(=O)CC(C)=O (1,5-bis-(p-di-n-butylaminophenyl)-1,5-bis-(p-methoxyphenyl)-1,4-pentadiene 3-acetylacetone). Isolated yield 63.7%. Reaction SMILES: [H-].[Na+].[C:3]([CH2:6][C:7](=[O:9])[CH3:8])(=[O:5])[CH3:4].[CH2:10]([N:14]([CH2:58][CH2:59][CH2:60][CH3:61])[C:15]1[CH:20]=[CH:19][C:18]([C:21]([C:50]2[CH:55]=[CH:54][C:53]([O:56][CH3:57])=[CH:52][CH:51]=2)(O)[CH:22]=[CH:23][CH:24]=[C:25]([C:34]2[CH:39]=[CH:38][C:37]([N:40]([CH2:45][CH2:46][CH2:47][CH3:48])[CH2:41][CH2:42][CH2:43][CH3:44])=[CH:36][CH:35]=2)[C:26]2[CH:31]=[CH:30][C:29]([O:32][CH3:33])=[CH:28][CH:27]=2)=[CH:17][CH:16]=1)[CH2:11][CH2:12][CH3:13].Cl([O-])(=O)(=O)=O>CN(C)C=O>[CH2:45]([N:40]([CH2:41][CH2:42][CH2:43][CH3:44])[C:37]1[CH:36]=[CH:35][C:34]([C:25]([C:26]2[CH:31]=[CH:30][C:29]([O:32][CH3:33])=[CH:28][CH:27]=2)=[CH:24][CH2:23][CH:22]=[C:21]([C:18]2[CH:17]=[CH:16][C:15]([N:14]([CH2:10][CH2:11][CH2:12][CH3:13])[CH2:58][CH2:59][CH2:60][CH3:61])=[CH:20][CH:19]=2)[C:50]2[CH:55]=[CH:54][C:53]([O:56][CH3:57])=[CH:52][CH:51]=2)=[CH:39][CH:38]=1)[CH2:46][CH2:47][CH3:48].[C:3]([CH2:6][C:7](=[O:9])[CH3:8])(=[O:5])[CH3:4] |f:0.1,3.4,6.7|. Procedure details: 1.2 g of a 60% sodium hydride was dispersed in 200 ml of well-dried N,N-dimethylformamide (DMF) in a 300-ml. Erlenmeyer flask. To this dispersion, 3.00 g of acetylacetone was slowly added at room temperature and the mixture was stirred for 1 hour. To this mixture, 15.71 g of 1,5-bis-(p-di-n-butylaminophenyl)-1,5-bis-(p-methoxyphenyl)-2,4-pentadiene-1-ol-perchlorate prepared in Synthesis Example 2,5 was slowly added. This reaction mixture was stirred at room temperature for 1 hour. Then the react...